From a dataset of the Open Reaction Database (ORD), a public repository of structured organic reaction records. describe an organic reaction: reactants, conditions, products, and yield Yields the product C(CCC)C=1N(C(=C(N1)Cl)CO)CC=1C=C2C=CC(=NC2=CC1)C1=C(C(=O)OC)C=CC=C1 (methyl 2-{6-[(2-butyl-4-chloro-5-hydroxymethyl-1H-imidazol-1-yl)methyl]quinolin-2-yl}benzoate). Isolated yield 83.2%. The solvent is O1CCCC1 (tetrahydrofuran), CO (methanol). Reactants: C(CCC)C=1N(C(=C(N1)Cl)C=O)CC=1C=C2C=CC(=NC2=CC1)C1=C(C(=O)OC)C=CC=C1 (methyl 2-{6-[(2-butyl-4-chloro-5-formyl-1H-imidazol-1-yl)methyl]quinolin-2-yl}benzoate), [BH4-].[Na+] (sodium borohydride). Reaction SMILES: [CH2:1]([C:5]1[N:6]([CH2:13][C:14]2[CH:15]=[C:16]3[C:21](=[CH:22][CH:23]=2)[N:20]=[C:19]([C:24]2[CH:33]=[CH:32][CH:31]=[CH:30][C:25]=2[C:26]([O:28][CH3:29])=[O:27])[CH:18]=[CH:17]3)[C:7]([CH:11]=[O:12])=[C:8]([Cl:10])[N:9]=1)[CH2:2][CH2:3][CH3:4].[BH4-].[Na+]>O1CCCC1.CO>[CH2:1]([C:5]1[N:6]([CH2:13][C:14]2[CH:15]=[C:16]3[C:21](=[CH:22][CH:23]=2)[N:20]=[C:19]([C:24]2[CH:33]=[CH:32][CH:31]=[CH:30][C:25]=2[C:26]([O:28][CH3:29])=[O:27])[CH:18]=[CH:17]3)[C:7]([CH2:11][OH:12])=[C:8]([Cl:10])[N:9]=1)[CH2:2][CH2:3][CH3:4] |f:1.2|. Procedure: 440 mg (0.953 mmol) of methyl 2-{6-[(2-butyl-4-chloro-5-formyl-1H-imidazol-1-yl)methyl]quinolin-2-yl}benzoate obtained in Example 1 were dissolved in a mixed solvent of 10 ml of tetrahydrofuran and 10 ml of methanol and the mixture was stirred. 40 mg (1.0 mmol) of sodium borohydride were added thereto and allowed to react at room temperature for one hour. After the reaction mixture was concentrated under reduced pressure, dichloromethane was added to the residue and the mixture was washed with a...